This data is from the Open Reaction Database (ORD), a public repository of structured organic reaction records. The task is: describe an organic reaction: reactants, conditions, products, and yield Reactants: C(C1=CC=CC=C1)OC1=C(C=C(C=C1C)Br)C (2-benzyloxy-5-bromo-1,3-dimethylbenzene), C(C)(=O)NC(C(=O)OC)=C (methyl 2-acetylamino-acrylate), C1(=C(C=CC=C1)P(C1=C(C=CC=C1)C)C1=C(C=CC=C1)C)C (tri-o-tolyl-phosphane). The reagents and catalysts are CC(=O)[O-].CC(=O)[O-].[Pd+2] (Pd(OAc)2). Run in C(C)N(CC)CC (triethylamine), C(C)#N (acetonitrile). Conditions: temperature 80 celsius, time 18 hour. Product: C(C)(=O)NC(C(=O)OC)=CC1=CC(=C(C(=C1)C)OCC1=CC=CC=C1)C (methyl 2-acetylamino-3-(4-benzyloxy-3,5-dimethyl-phenyl)-acrylate). As a reaction SMILES: [CH2:1]([O:8][C:9]1[C:14]([CH3:15])=[CH:13][C:12](Br)=[CH:11][C:10]=1[CH3:17])[C:2]1[CH:7]=[CH:6][CH:5]=[CH:4][CH:3]=1.[C:18]([NH:21][C:22](=[CH2:27])[C:23]([O:25][CH3:26])=[O:24])(=[O:20])[CH3:19].C1(C)C=CC=CC=1P(C1C=CC=CC=1C)C1C=CC=CC=1C>C(N(CC)CC)C.C(#N)C.CC([O-])=O.CC([O-])=O.[Pd+2]>[C:18]([NH:21][C:22](=[CH:27][C:12]1[CH:13]=[C:14]([CH3:15])[C:9]([O:8][CH2:1][C:2]2[CH:7]=[CH:6][CH:5]=[CH:4][CH:3]=2)=[C:10]([CH3:17])[CH:11]=1)[C:23]([O:25][CH3:26])=[O:24])(=[O:20])[CH3:19] |f:5.6.7|. Procedure details: Under a nitrogen atmosphere a mixture of 40.0 g (137 mmol) 2-benzyloxy-5-bromo-1,3-dimethylbenzene and 24.1 g (165 mmol) methyl 2-acetylamino-acrylate in 420 mL triethylamine and 200 mL acetonitrile was combined with 3.5 g (11.2 mmol) tri-o-tolyl-phosphane and 2.5 g (11.1 mmol) Pd(OAc)2 and stirred for 18 h at 80° C. The precipitate was suction filtered, the filtrate was evaporated down i.vac. and combined with 800 mL DCM and 800 mL water. The organic phase was separated off, suction filtered th...